This data is from the Open Reaction Database (ORD), a public repository of structured organic reaction records. The task is: describe an organic reaction: reactants, conditions, products, and yield The reactants are OCCNCc1ccccc1, Cc1ccccc1, CCOCC, CC[Si](CC)(CC)OC(CI)c1ccc(Cl)c(NS(C)(=O)=O)c1. The product is CC[Si](CC)(CC)OC(CN(CCO)Cc1ccccc1)c1ccc(Cl)c(NS(C)(=O)=O)c1. RXN SMILES: [CH2:24]([c:25]1[cH:26][cH:27][cH:28][cH:29][cH:30]1)[NH:31][CH2:32][CH2:33][OH:34].[CH3:35][c:36]1[cH:37][cH:38][cH:39][cH:40][cH:41]1.[CH3:42][CH2:43][O:44][CH2:45][CH3:46].[Cl:1][c:2]1[c:3]([NH:19][S:20](=[O:21])(=[O:22])[CH3:23])[cH:4][c:5]([CH:8]([CH2:9][I:10])[O:11][Si:12]([CH2:13][CH3:14])([CH2:15][CH3:16])[CH2:17][CH3:18])[cH:6][cH:7]1>>[Cl:1][c:2]1[c:3]([NH:19][S:20](=[O:21])(=[O:22])[CH3:23])[cH:4][c:5]([CH:8]([CH2:9][N:31]([CH2:24][c:25]2[cH:26][cH:27][cH:28][cH:29][cH:30]2)[CH2:32][CH2:33][OH:34])[O:11][Si:12]([CH2:13][CH3:14])([CH2:15][CH3:16])[CH2:17][CH3:18])[cH:6][cH:7]1. Starting materials: [H-].[Na+] (sodium hydride), ice water, ClC1=C(C(=CC=C1)COC)[N+](=O)[O-] (2-chloro-6-methoxymethylnitrobenzene), COC1=NC(=NC(=C1)OC)CC#N (2-(4,6-dimethoxypyrimidine-2-yl)acetonitrile), [H][H] (hydrogen), Cl (hydrochloric acid). The solvent is CN(C=O)C (N,N-dimethylformamide), CN(C=O)C (dimethylformamide), CN(C=O)C (N,N-dimethylformamide). Reaction conditions: temperature 10 celsius. The product is COC1=NC(=NC(=C1)OC)C(C#N)C1=C(C(=CC=C1)COC)[N+](=O)[O-] (2-(4,6-dimethoxypyrimidine-2-yl)-2-(3-methoxymethyl-2-nitrophenyl)acetonitrile). Isolated yield 64.8%. Reaction SMILES: [H-].[Na+].[CH3:3][O:4][C:5]1[CH:10]=[C:9]([O:11][CH3:12])[N:8]=[C:7]([CH2:13][C:14]#[N:15])[N:6]=1.[H][H].Cl[C:19]1[CH:24]=[CH:23][CH:22]=[C:21]([CH2:25][O:26][CH3:27])[C:20]=1[N+:28]([O-:30])=[O:29].Cl>CN(C)C=O>[CH3:3][O:4][C:5]1[CH:10]=[C:9]([O:11][CH3:12])[N:8]=[C:7]([CH:13]([C:19]2[CH:24]=[CH:23][CH:22]=[C:21]([CH2:25][O:26][CH3:27])[C:20]=2[N+:28]([O-:30])=[O:29])[C:14]#[N:15])[N:6]=1 |f:0.1|. Reported procedure: 11.2 g (0.28 M) of 60% sodium hydride was suspended in 100 ml of N,N-dimethylformamide. While the suspension was cooled to 10° C. or lower in an ice water bath and stirred, thereto was dropwise added a solution of 25 g (0.14 M) of 2-(4,6-dimethoxypyrimidine-2-yl)acetonitrile dissolved in 100 ml of N,N-dimethylformamide. After the completion of the dropwise addition, the mixture was stirred at room temperature until there was no evolution of hydrogen. While the mixture was cooled to 10° C. or low... The reactants are O=C(OCc1ccccc1)c1cccc(OCc2ccccc2)c1[N+](=O)[O-], CCO, [Na+], [OH-]. The product is O=C(O)c1cccc(OCc2ccccc2)c1[N+](=O)[O-]. Reaction SMILES: [CH2:1]([c:2]1[cH:3][cH:4][cH:5][cH:6][cH:7]1)[O:8][c:9]1[c:10]([N+:25](=[O:26])[O-:27])[c:11]([C:12](=[O:13])[O:14][CH2:15][c:16]2[cH:17][cH:18][cH:19][cH:20][cH:21]2)[cH:22][cH:23][cH:24]1.[CH3:30][CH2:31][OH:32].[Na+:29].[OH-:28]>>[CH2:1]([c:2]1[cH:3][cH:4][cH:5][cH:6][cH:7]1)[O:8][c:9]1[c:10]([N+:25](=[O:26])[O-:27])[c:11]([C:12](=[O:13])[OH:14])[cH:22][cH:23][cH:24]1. The reactants are C(C)(C)N(C(C)C)CC (N,N-Diisopropylethylamine), R-alaninol, C(C1=CC=CC=C1)SC1=NC(=CC(=N1)N)Cl (2-(benzylthio)-6-chloropyrimidin-4-amine), O (H2O). Solvent: CN1CCCC1=O (NMP). Yields the product NC1=CC(=NC(=N1)SCC1=CC=CC=C1)N[C@@H](CO)C ((2R)-2-{[6-Amino-2-(benzylthio)pyrimidin-4-yl]amino}propan-1-ol). As a reaction SMILES: C([N:4]([CH2:8][CH3:9])[CH:5]([CH3:7])[CH3:6])(C)C.[CH2:10]([S:17][C:18]1[N:23]=[C:22]([NH2:24])C=C(Cl)[N:19]=1)[C:11]1[CH:16]=[CH:15][CH:14]=[CH:13][CH:12]=1.[OH2:26]>CN1C(=O)CCC1>[NH2:24][C:22]1[N:23]=[C:18]([S:17][CH2:10][C:11]2[CH:16]=[CH:15][CH:14]=[CH:13][CH:12]=2)[N:19]=[C:8]([NH:4][C@H:5]([CH3:6])[CH2:7][OH:26])[CH:9]=1. Procedure: N,N-Diisopropylethylamine (6.0 ml) was added to a solution of R-alaninol (12.0 ml) and 2-(benzylthio)-6-chloropyrimidin-4-amine (1.9 g) (Nugent, R. A., et al. PCT Int. Appl. 1996. 252 pp. WO9635678-A1) in NMP (6 ml) and stirred at 100° C. for three days before pouring into H2O (200 ml) and filtration of the precipitate. This solid was dried in vacuo to afford the subtitle compound as a pale sandy yellow solid. Yield: 4.1 g. Starting materials: COC=1C=C(C=CC1OC)CCCO (3-(3,4-dimethoxyphenyl)-1-propanol), C(C)OC(CBr)OCC (bromoacetaldehyde diethyl acetal), FC(C(=O)O)(F)F (trifluoroacetic acid). The solvent is [N+](=O)([O-])C (nitromethane). Product: COC=1C(=CC2=C(CCCOC2CBr)C1)OC (7,8-dimethoxy-1-bromomethyl-1,3,4,5-tetrahydro-2-benzoxepin). RXN SMILES: [CH3:1][O:2][C:3]1[CH:4]=[C:5]([CH2:11][CH2:12][CH2:13][OH:14])[CH:6]=[CH:7][C:8]=1[O:9][CH3:10].C(O[CH:18](OCC)[CH2:19][Br:20])C.FC(F)(F)C(O)=O>[N+](C)([O-])=O>[CH3:1][O:2][C:3]1[C:8]([O:9][CH3:10])=[CH:7][C:6]2[CH:18]([CH2:19][Br:20])[O:14][CH2:13][CH2:12][CH2:11][C:5]=2[CH:4]=1. Reported procedure: A solution of 5.00 g. of 3-(3,4-dimethoxyphenyl)-1-propanol, 9.76 ml of bromoacetaldehyde diethyl acetal, 2.0 ml of trifluoroacetic acid, and 125 ml of nitromethane is heated at 65° under a nitrogen atmosphere for 2 hours. After cooling, the reaction mixture is extracted with methylene chloride and aqueous sodium bicarbonate. The organic layer is taken to dryness in vacuo and the residue is chromatographed first with 100% CH2Cl2 and a second time with 10% ethyl acetate:SSB to give 300 g of 7,8-d...